Task: describe an organic reaction: reactants, conditions, products, and yield. Dataset: the Open Reaction Database (ORD), a public repository of structured organic reaction records Reactants: O=C([O-])O, CC(=O)OC(c1ccc(Cl)cc1Cl)C1CC1(F)F, CS(=O)(=O)Cc1cccc2cc[nH]c12, CCOC(C)=O, [Cl-], [Cl-], [Cl-], ClCCCl, [In+3], [Na+]. The product is CS(=O)(=O)Cc1cccc2c(C(c3ccc(Cl)cc3Cl)C3CC3(F)F)c[nH]c12. As a reaction SMILES: [C:37](=[O:38])([OH:39])[O-:40].[C:5]([O:6][CH:9]([CH:10]1[C:11]([F:13])([F:14])[CH2:12]1)[c:15]1[c:16]([Cl:22])[cH:17][c:18]([Cl:21])[cH:19][cH:20]1)(=[O:7])[CH3:8].[CH3:23][S:24](=[O:25])(=[O:26])[CH2:27][c:28]1[cH:29][cH:30][cH:31][c:32]2[cH:33][cH:34][nH:35][c:36]12.[CH3:46][CH2:47][O:48][C:49](=[O:50])[CH3:51].[Cl-:1].[Cl-:3].[Cl-:4].[Cl:42][CH2:43][CH2:44][Cl:45].[In+3:2].[Na+:41]>>[CH:9]([CH:10]1[C:11]([F:13])([F:14])[CH2:12]1)([c:15]1[c:16]([Cl:22])[cH:17][c:18]([Cl:21])[cH:19][cH:20]1)[c:33]1[c:32]2[cH:31][cH:30][cH:29][c:28]([CH2:27][S:24]([CH3:23])(=[O:25])=[O:26])[c:36]2[nH:35][cH:34]1.